Dataset: the Open Reaction Database (ORD), a public repository of structured organic reaction records. Task: describe an organic reaction: reactants, conditions, products, and yield Reactants: COc1ccc(CCC(CC(=O)O)NC(=O)C2CCCN(C(=O)C=CC3CCN(C(=O)OC(C)(C)C)CC3)C2)cc1OC, C1COCCO1, CCOC(C)=O, Cl. Reaction SMILES: [C:1]([O:2][C:3](=[O:4])[N:8]1[CH2:9][CH2:10][CH:11]([CH:14]=[CH:15][C:16](=[O:17])[N:18]2[CH2:19][CH:20]([C:24](=[O:25])[NH:26][CH:27]([CH2:28][C:29](=[O:30])[OH:31])[CH2:32][CH2:33][c:34]3[cH:35][c:36]([O:42][CH3:43])[c:37]([O:40][CH3:41])[cH:38][cH:39]3)[CH2:21][CH2:22][CH2:23]2)[CH2:12][CH2:13]1)([CH3:5])([CH3:6])[CH3:7].[CH2:51]1[O:52][CH2:53][CH2:54][O:55][CH2:56]1.[CH3:45][CH2:46][O:47][C:48](=[O:49])[CH3:50].[ClH:44]>>[NH:8]1[CH2:9][CH2:10][CH:11]([CH:14]=[CH:15][C:16](=[O:17])[N:18]2[CH2:19][CH:20]([C:24](=[O:25])[NH:26][CH:27]([CH2:28][C:29](=[O:30])[OH:31])[CH2:32][CH2:33][c:34]3[cH:35][c:36]([O:42][CH3:43])[c:37]([O:40][CH3:41])[cH:38][cH:39]3)[CH2:21][CH2:22][CH2:23]2)[CH2:12][CH2:13]1. Product: COc1ccc(CCC(CC(=O)O)NC(=O)C2CCCN(C(=O)C=CC3CCNCC3)C2)cc1OC. The reactants are C(C)(C)(C)OC(=O)N1CC(C=2N=NC(=CC21)Cl)(C)C (3-Chloro-7,7-dimethyl-6,7-dihydro-pyrrolo[3,2-c]pyridazine-5-carboxylic acid tert-butyl ester), Cl.CCOC(=O)C (HCl EtOAc). Solvent: CCOC(=O)C (EtOAc). Yields the product ClC1=CC2=C(N=N1)C(CN2)(C)C (3-Chloro-7,7-dimethyl-6,7-dihydro-5H-pyrrolo[3,2-c]pyridazine). Yield: 125.7%. Reaction SMILES: C(OC([N:8]1[C:16]2[CH:15]=[C:14]([Cl:17])[N:13]=[N:12][C:11]=2[C:10]([CH3:19])([CH3:18])[CH2:9]1)=O)(C)(C)C.Cl.CCOC(C)=O>CCOC(C)=O>[Cl:17][C:14]1[N:13]=[N:12][C:11]2[C:10]([CH3:19])([CH3:18])[CH2:9][NH:8][C:16]=2[CH:15]=1 |f:1.2|. Reported procedure: 3-Chloro-7,7-dimethyl-6,7-dihydro-pyrrolo[3,2-c]pyridazine-5-carboxylic acid tert-butyl ester (75 mg) suspended in EtOAc (0.5 mL) was stirred under a N2 atmosphere. 4M HCl/EtOAc (5 mL) was added slowly and after complete addition the mixture was stirred for 8 h. LC analysis indicated 10% starting material remaining. The reaction mixture was concentrated in vacuo and the following morning taken up in 4M HCl/EtOAc (5 mL). The solution was stirred for 1 h after which point LC analysis indicated com...